Dataset: the Open Reaction Database (ORD), a public repository of structured organic reaction records. Task: describe an organic reaction: reactants, conditions, products, and yield Starting materials: ( 1 ), C(C)(C)(C)OC(=O)N1C[C@H]([C@@H]([C@H](C1)OCC1=CC2=CC=CC=C2C(=C1)OC)C1=CC=C(C=C1)OCCCOC1=C(C=CC=C1)[N+](=O)[O-])OC[C@@H](CN1C=NC=C1)O ((3S,4R,5R)-3-[(2R)-2-hydroxy-3-imidazol-1-yl-propoxy)-5-(4-methoxy-naphthalen-2-ylmethoxy)-4-[4-[3-(2-nitro-phenoxy)-propoxy]-phenyl]-piperidine-1-carboxylic acid tert-butyl ester), Cl (HCl). Run in CO (methanol). Product: N1(C=NC=C1)C[C@H](CO[C@@H]1CNC[C@@H]([C@H]1C1=CC=C(C=C1)OCCCOC1=C(C=CC=C1)[N+](=O)[O-])OCC1=CC2=CC=CC=C2C(=C1)OC)O ((R)-1-imidazol-1-yl-3-[(3S,4R,5R)-5-(4-methoxy-naphthalen-2-ylmethoxy)-4-[4-[3-(2-nitro-phenoxy)-propoxy]-phenyl]-piperidin-3-yloxy]-propan-2-ol). As a reaction SMILES: C(OC([N:8]1[CH2:13][C@H:12]([O:14][CH2:15][C:16]2[CH:25]=[C:24]([O:26][CH3:27])[C:23]3[C:18](=[CH:19][CH:20]=[CH:21][CH:22]=3)[CH:17]=2)[C@@H:11]([C:28]2[CH:33]=[CH:32][C:31]([O:34][CH2:35][CH2:36][CH2:37][O:38][C:39]3[CH:44]=[CH:43][CH:42]=[CH:41][C:40]=3[N+:45]([O-:47])=[O:46])=[CH:30][CH:29]=2)[C@H:10]([O:48][CH2:49][C@H:50]([OH:57])[CH2:51][N:52]2[CH:56]=[CH:55][N:54]=[CH:53]2)[CH2:9]1)=O)(C)(C)C.Cl>CO>[N:52]1([CH2:51][C@@H:50]([OH:57])[CH2:49][O:48][C@H:10]2[C@H:11]([C:28]3[CH:33]=[CH:32][C:31]([O:34][CH2:35][CH2:36][CH2:37][O:38][C:39]4[CH:44]=[CH:43][CH:42]=[CH:41][C:40]=4[N+:45]([O-:47])=[O:46])=[CH:30][CH:29]=3)[C@@H:12]([O:14][CH2:15][C:16]3[CH:25]=[C:24]([O:26][CH3:27])[C:23]4[C:18](=[CH:19][CH:20]=[CH:21][CH:22]=4)[CH:17]=3)[CH2:13][NH:8][CH2:9]2)[CH:56]=[CH:55][N:54]=[CH:53]1. Procedure details: In analogy to the procedure described in example 1) (1) the (3S,4R,5R)-3-[(2R)-2-hydroxy-3-imidazol-1-yl-propoxy)-5-(4-methoxy-naphthalen-2-ylmethoxy)-4-[4-[3-(2-nitro-phenoxy)-propoxy]-phenyl]-piperidine-1-carboxylic acid tert-butyl ester was deprotected with HCl in methanol to yield the (R)-1-imidazol-1-yl-3-[(3S,4R,5R)-5-(4-methoxy-naphthalen-2-ylmethoxy)-4-[4-[3-(2-nitro-phenoxy)-propoxy]-phenyl]-piperidin-3-yloxy]-propan-2-ol as colorless foam; MS: 683 (M+H)+. Reaction conditions: temperature 70 celsius. Procedure: A solution of 2,4-dichloro-5-iodopyrimidine (50.15 g, 182 mmol), 4,4,5,5-tetramethyl-2-(2-(methylthio)phenyl)-1,3,2-dioxaborolane (47.9 g, 192 mmol) in THF (1368 ml) and water (456 ml) was degassed with nitrogen. Pd(PPh3)4 (10.54 g, 9.12 mmol) was added and degassing continued for several minutes. The mixture was then heated to reflux at 70° C. overnight. After 24 hrs the reaction was cooled to room temperature, the aqueous layer was removed, and the organic layer was washed with brine. The aque... Run in C1CCOC1 (THF), O (water). As a reaction SMILES: [Cl:1][C:2]1[N:7]=[C:6]([Cl:8])[C:5](I)=[CH:4][N:3]=1.CC1(C)C(C)(C)OB([C:18]2[CH:23]=[CH:22][CH:21]=[CH:20][C:19]=2[S:24][CH3:25])O1>C1COCC1.O.C1C=CC([P]([Pd]([P](C2C=CC=CC=2)(C2C=CC=CC=2)C2C=CC=CC=2)([P](C2C=CC=CC=2)(C2C=CC=CC=2)C2C=CC=CC=2)[P](C2C=CC=CC=2)(C2C=CC=CC=2)C2C=CC=CC=2)(C2C=CC=CC=2)C2C=CC=CC=2)=CC=1>[Cl:1][C:2]1[N:7]=[C:6]([Cl:8])[C:5]([C:18]2[CH:23]=[CH:22][CH:21]=[CH:20][C:19]=2[S:24][CH3:25])=[CH:4][N:3]=1 |^1:36,38,57,76|. Yields the product ClC1=NC=C(C(=N1)Cl)C1=C(C=CC=C1)SC (2,4-dichloro-5-(2-(methylthio)phenyl)pyrimidine). The yield is 71.9%. Starting materials: ClC1=NC=C(C(=N1)Cl)I (2,4-dichloro-5-iodopyrimidine), CC1(OB(OC1(C)C)C1=C(C=CC=C1)SC)C (4,4,5,5-tetramethyl-2-(2-(methylthio)phenyl)-1,3,2-dioxaborolane). The reagents and catalysts are C=1C=CC(=CC1)[P](C=2C=CC=CC2)(C=3C=CC=CC3)[Pd]([P](C=4C=CC=CC4)(C=5C=CC=CC5)C=6C=CC=CC6)([P](C=7C=CC=CC7)(C=8C=CC=CC8)C=9C=CC=CC9)[P](C=1C=CC=CC1)(C=1C=CC=CC1)C=1C=CC=CC1 (Pd(PPh3)4). Reactants: CC(C)(C)[Si](C)(C)Cl, C=C(CO)COCCCCCCCCCCCCCCCC, CN(C)C=O, c1c[nH]cn1. Product: C=C(COCCCCCCCCCCCCCCCC)CO[Si](C)(C)C(C)(C)C. As a reaction SMILES: [C:23]([CH3:24])([CH3:25])([CH3:26])[Si:27]([CH3:28])([CH3:29])[Cl:30].[CH2:1]([CH2:2][CH2:3][CH2:4][CH2:5][CH2:6][CH2:7][CH2:8][CH2:9][CH2:10][CH2:11][CH2:12][CH2:13][CH2:14][CH2:15][CH3:16])[O:17][CH2:18][C:19]([CH2:20][OH:21])=[CH2:22].[CH3:36][N:37]([CH3:38])[CH:39]=[O:40].[nH:31]1[cH:32][cH:33][n:34][cH:35]1>>[CH2:1]([CH2:2][CH2:3][CH2:4][CH2:5][CH2:6][CH2:7][CH2:8][CH2:9][CH2:10][CH2:11][CH2:12][CH2:13][CH2:14][CH2:15][CH3:16])[O:17][CH2:18][C:19]([CH2:20][O:21][Si:27]([C:23]([CH3:24])([CH3:25])[CH3:26])([CH3:28])[CH3:29])=[CH2:22]. The reactants are C(C1=CC=CC=C1)(C1=CC=CC=C1)OC(=O)C1(CCC1)O\N=C(/C(=O)NC1[C@@H]2N(C(=C(CS2)CCl)C(=O)OC(C2=CC=CC=C2)C2=CC=CC=C2)C1=O)\C=1N=C(SC1)NC(C1=CC=CC=C1)(C1=CC=CC=C1)C1=CC=CC=C1 (Benzhydryl 7-[(Z)-2-(1-benzhydryloxycarbonyl-1-cyclobutoxyimino)-2-(2-tritylaminothiazol-4-yl)acetamido]-3-chloromethyl-3-cephem-4-carboxylate), C([O-])(O)=O.[Na+] (sodium bi-carbonate), ClC1=CC(=CC=C1)C(=O)OO (m-chloroperbenzoic acid). The solvent is C(Cl)Cl (methylene chloride), C(Cl)Cl (methylene chloride). Run at time 20 minute. Product: C(C1=CC=CC=C1)(C1=CC=CC=C1)OC(=O)C1(CCC1)O\N=C(/C(=O)NC1[C@@H]2N(C(=C(CS2=O)CCl)C(=O)OC(C2=CC=CC=C2)C2=CC=CC=C2)C1=O)\C=1N=C(SC1)NC(C1=CC=CC=C1)(C1=CC=CC=C1)C1=CC=CC=C1 (Benzhydryl 7[(Z)-2-(1-benzhydryloxycarbonyl-1-cyclobutoxyimino)-2-(2-tritylaminothiazol-4-yl)acetamido]-3-chloromethyl-3-cephem-4-carboxylate 1-oxide). RXN SMILES: [CH:1]([O:14][C:15]([C:17]1([O:21]/[N:22]=[C:23](/[C:54]2[N:55]=[C:56]([NH:59][C:60]([C:73]3[CH:78]=[CH:77][CH:76]=[CH:75][CH:74]=3)([C:67]3[CH:72]=[CH:71][CH:70]=[CH:69][CH:68]=3)[C:61]3[CH:66]=[CH:65][CH:64]=[CH:63][CH:62]=3)[S:57][CH:58]=2)\[C:24]([NH:26][CH:27]2[C:52](=[O:53])[N:29]3[C:30]([C:36]([O:38][CH:39]([C:46]4[CH:51]=[CH:50][CH:49]=[CH:48][CH:47]=4)[C:40]4[CH:45]=[CH:44][CH:43]=[CH:42][CH:41]=4)=[O:37])=[C:31]([CH2:34][Cl:35])[CH2:32][S:33][C@H:28]23)=[O:25])[CH2:20][CH2:19][CH2:18]1)=[O:16])([C:8]1[CH:13]=[CH:12][CH:11]=[CH:10][CH:9]=1)[C:2]1[CH:7]=[CH:6][CH:5]=[CH:4][CH:3]=1.ClC1C=CC=C(C(OO)=[O:87])C=1.C(=O)(O)[O-].[Na+]>C(Cl)Cl>[CH:1]([O:14][C:15]([C:17]1([O:21]/[N:22]=[C:23](/[C:54]2[N:55]=[C:56]([NH:59][C:60]([C:61]3[CH:62]=[CH:63][CH:64]=[CH:65][CH:66]=3)([C:67]3[CH:68]=[CH:69][CH:70]=[CH:71][CH:72]=3)[C:73]3[CH:78]=[CH:77][CH:76]=[CH:75][CH:74]=3)[S:57][CH:58]=2)\[C:24]([NH:26][CH:27]2[C:52](=[O:53])[N:29]3[C:30]([C:36]([O:38][CH:39]([C:40]4[CH:45]=[CH:44][CH:43]=[CH:42][CH:41]=4)[C:46]4[CH:47]=[CH:48][CH:49]=[CH:50][CH:51]=4)=[O:37])=[C:31]([CH2:34][Cl:35])[CH2:32][S:33](=[O:87])[C@H:28]23)=[O:25])[CH2:18][CH2:19][CH2:20]1)=[O:16])([C:2]1[CH:7]=[CH:6][CH:5]=[CH:4][CH:3]=1)[C:8]1[CH:13]=[CH:12][CH:11]=[CH:10][CH:9]=1 |f:2.3|. Procedure: The residue obtained in (A) was dissolved in 50 ml of methylene chloride, and 620 mg (2.87 mmol) of m-chloroperbenzoic acid (purity: 80%) was added. The mixture was stirred for 20 minutes. To the reaction solution, 30 ml of methylene chloride and a 5% sodium bi-carbonate aqueous solution were added. Then, the organic layer was distributed and washed with water and with a saturated sodium chloride aqueous solution. Then, it was dried over anhydrous sodium sulfate, and concentrated to obtain a res...